This data is from the Open Reaction Database (ORD), a public repository of structured organic reaction records. The task is: describe an organic reaction: reactants, conditions, products, and yield Starting materials: OCP(OCC)(OCC)=O (diethyl hydroxymethylphosphonate), [H-].[Na+] (sodium hydride), CC=1SC=C(N1)CCl (2-methyl-4-chloromethylthiazole). Solvent: CN(C)C=O (DMF). Run at temperature 25 celsius, time 12 hour. Product: CC=1SC=C(N1)COCP(=O)(OCC)OCC (2-methyl-4-(diethylphosphonomethoxymethyl)thiazole). Reaction SMILES: [OH:1][CH2:2][P:3](=[O:10])([O:7][CH2:8][CH3:9])[O:4][CH2:5][CH3:6].[H-].[Na+].[CH3:13][C:14]1[S:15][CH:16]=[C:17]([CH2:19]Cl)[N:18]=1>CN(C=O)C>[CH3:13][C:14]1[S:15][CH:16]=[C:17]([CH2:19][O:1][CH2:2][P:3]([O:7][CH2:8][CH3:9])([O:4][CH2:5][CH3:6])=[O:10])[N:18]=1 |f:1.2|. Procedure details: A solution of diethyl hydroxymethylphosphonate (1 mmole) in DMF was treated with sodium hydride (1.2 mmole) followed by 2-methyl-4-chloromethylthiazole (1 mmole) at 0° C. and stirred at 25° C. for 12 h. Extraction and chromatography gave 2-methyl-4-(diethylphosphonomethoxymethyl)thiazole. RXN SMILES: [Cl:1][C:2]1[CH:7]=[CH:6][C:5]([CH2:8][C:9](C(S)C(OCC)=O)=[S:10])=[CH:4][CH:3]=1.[NH:18]([C:20]([O:22][CH3:23])=[O:21])[NH2:19]>ClCCl>[Cl:1][C:2]1[CH:3]=[CH:4][C:5]([CH2:8][C:9]([NH:19][NH:18][C:20]([O:22][CH3:23])=[O:21])=[S:10])=[CH:6][CH:7]=1. Procedure: A mixture of 130 g of 2-[2-(4-chlorophenyl)-1-thioxoethyl]thioglycolic acid, ethyl ester, 45 g of methyl hydrazinocarboxylate and 500 ml of dichloromethane was heated at reflux for 4 hours, then concentrated in vacuo. The residue was taken up in 1.2 liters of ether and extracted with three 500 ml portions of 0.5N sodium hydroxide. The alkaline extracts were combined, washed with ether and acidified with 6N hydrochloric acid to pH 4. The solution was extracted three times with a mixture of ether ... The product is ClC1=CC=C(C=C1)CC(=S)NNC(=O)OC (2-[2-(4-Chlorophenyl)-1-thioxoethyl]hydrazinecarboxylic acid, methyl ester). Reactants: ClC1=CC=C(C=C1)CC(=S)C(C(=O)OCC)S (2-[2-(4-chlorophenyl)-1-thioxoethyl]thioglycolic acid, ethyl ester), N(N)C(=O)OC (methyl hydrazinocarboxylate). Run in ClCCl (dichloromethane).